Dataset: the Open Reaction Database (ORD), a public repository of structured organic reaction records. Task: describe an organic reaction: reactants, conditions, products, and yield Starting materials: NC1=C(C=O)C(=CC=C1)F (2-amino-6-fluoro-benzaldehyde), C(#N)CC(=O)OC (methyl cyanoacetate), C[O-].[Na+] (sodium methoxide). Solvent: CO (MeOH). Reaction conditions: time 16 hour. Yields the product FC1=C2C=C(C(NC2=CC=C1)=O)C#N (5-fluoro-2-oxo-1,2-dihydro-quinoline-3-carbonitrile). Isolated yield 74.2%. RXN SMILES: [NH2:1][C:2]1[CH:9]=[CH:8][CH:7]=[C:6]([F:10])[C:3]=1[CH:4]=O.[C:11]([CH2:13][C:14](OC)=[O:15])#[N:12].C[O-].[Na+]>CO>[F:10][C:6]1[CH:7]=[CH:8][CH:9]=[C:2]2[C:3]=1[CH:4]=[C:13]([C:11]#[N:12])[C:14](=[O:15])[NH:1]2 |f:2.3|. Procedure: To a solution of MeOH (60 mL) containing 2-amino-6-fluoro-benzaldehyde (1.19 g, 8.6 mmol) and methyl cyanoacetate (0.91 mL, 10.3 mmol) was added sodium methoxide (2.93 mL, 12.8 mmol, 25% in MeOH). The mixture was stirred at rt for 16 hrs. The resulting yellow precipitates were filtered, washed with MeOH and then stirred in 1N HCl (75 mL) for 2 hrs at rt. The solid was filtered, washed with water and dried in vacuo to yield 5-fluoro-2-oxo-1,2-dihydro-quinoline-3-carbonitrile (1.2 g) as a white so... The reactants are COC1=C(C(=[N+](C=C1OC)[O-])C)C (4,5-dimethoxy-2,3-dimethylpyridine 1-oxide), C(C)(=O)OC(C)=O (acetic anhydride). Run at temperature 80 celsius, time 2 hour. Yields the product OCC1=NC=C(C(=C1C)OC)OC (2-hydroxymethyl-4,5-dimethoxy-3-methylpyridine). Isolated yield 89.0%. As a reaction SMILES: [CH3:1][O:2][C:3]1[C:8]([O:9][CH3:10])=[CH:7][N+:6]([O-])=[C:5]([CH3:12])[C:4]=1[CH3:13].C(OC(=O)C)(=[O:16])C>>[OH:16][CH2:12][C:5]1[C:4]([CH3:13])=[C:3]([O:2][CH3:1])[C:8]([O:9][CH3:10])=[CH:7][N:6]=1. Procedure details: 4.5 g of 4,5-dimethoxy-2,3-dimethylpyridine 1-oxide are warmed to 110° C. in 20 ml of acetic anhydride in the course of 30 minutes and the mixture is then concentrated on a rotary evaporator. The oily residue, which consists of the intermediate 2-acetoxymethyl-4,5-dimethoxy-3-methylpyridine, is stirred in 30 ml of 3N sodium hydroxide solution at 80° C. for 2 hours, the mixture is extracted, after cooling, five times with 30 ml of methylene chloride each time, the combined organic phases are wash... The reactants are Br.COC=1C=C2CCC3=C(N=C(S3)N)C2=CC1 (7-methoxy-4,5-dihydronaphtho(1,2-D)(1,3)thiazol-2-amine hydrobromide), ClC=1SC(=CC1Cl)S(=O)(=O)Cl (2,3-dichlorothiophene-5-sulfonyl chloride). Product: ClC=1C=C(SC1Cl)S(=O)(=O)NC=1SC2=C(N1)C1=CC=C(C=C1CC2)OC (4,5-Dichloro-N-(7-methoxy-4,5-dihydronaphtho[1,2-d][1,3]thiazol-2-yl)-2-thiophenesulfonamide), solid. Reaction SMILES: Br.[CH3:2][O:3][C:4]1[CH:5]=[C:6]2[C:15](=[CH:16][CH:17]=1)[C:10]1[N:11]=[C:12]([NH2:14])[S:13][C:9]=1[CH2:8][CH2:7]2.[Cl:18][C:19]1[S:20][C:21]([S:25](Cl)(=[O:27])=[O:26])=[CH:22][C:23]=1[Cl:24]>>[Cl:24][C:23]1[CH:22]=[C:21]([S:25]([NH:14][C:12]2[S:13][C:9]3[CH2:8][CH2:7][C:6]4[C:15](=[CH:16][CH:17]=[C:4]([O:3][CH3:2])[CH:5]=4)[C:10]=3[N:11]=2)(=[O:27])=[O:26])[S:20][C:19]=1[Cl:18] |f:0.1|. Procedure details: The title compound was prepared from 7-methoxy-4,5-dihydronaphtho(1,2-D)(1,3)thiazol-2-amine hydrobromide (85 mg) and 2,3-dichlorothiophene-5-sulfonyl chloride (68 mg) as described in the synthetic METHOD B to give a white solid (16.4 mg) with purity >90%: MS (pos) m/z 447.3, 449.3. Reactants: CC(=O)OCC(=O)CO, N#CO[Na], O, O=C(O)C(F)(F)F, c1ccccc1. The product is CC(=O)OCC(=O)COC(N)=O. RXN SMILES: [C:1]([CH3:2])(=[O:3])[O:4][CH2:5][C:6]([CH2:7][OH:8])=[O:9].[Na:10][O:11][C:12]#[N:13].[OH2:21].[OH:14][C:15]([C:16]([F:17])([F:18])[F:19])=[O:20].[cH:22]1[cH:23][cH:24][cH:25][cH:26][cH:27]1>>[C:1]([CH3:2])(=[O:3])[O:4][CH2:5][C:6]([CH2:7][O:8][C:12](=[O:11])[NH2:13])=[O:9]. Starting materials: O (Water), C1(=CC=CC=C1)S(=O)(=O)N1C=CC=2C(=CC=CC12)C=O (1-(Phenylsulfonyl)-1H-indole-4-carbaldehyde), Intermediate 5, [N+](=O)([O-])C (nitromethane), C(C)(=O)[O-].[NH4+] (ammonium acetate). Product: [N+](=O)([O-])/C=C/C1=C2C=CN(C2=CC=C1)S(=O)(=O)C1=CC=CC=C1 (4-[(E)-2-Nitrovinyl]-1-(phenylsulfonyl)-1H-indole). Reaction SMILES: [C:1]1([S:7]([N:10]2[C:18]3[CH:17]=[CH:16][CH:15]=[C:14]([CH:19]=O)[C:13]=3[CH:12]=[CH:11]2)(=[O:9])=[O:8])[CH:6]=[CH:5][CH:4]=[CH:3][CH:2]=1.C([O-])(=O)C.[NH4+].O.[N+:27]([CH3:30])([O-:29])=[O:28]>>[N+:27](/[CH:30]=[CH:19]/[C:14]1[CH:15]=[CH:16][CH:17]=[C:18]2[C:13]=1[CH:12]=[CH:11][N:10]2[S:7]([C:1]1[CH:6]=[CH:5][CH:4]=[CH:3][CH:2]=1)(=[O:9])=[O:8])([O-:29])=[O:28] |f:1.2|. Procedure details: 1-(Phenylsulfonyl)-1H-indole-4-carbaldehyde, Intermediate 5 (45.4 g, 0.159 mol) was dissolved in nitromethane (300 ml) and ammonium acetate (4.9 g, 0.064 mol, 0.4 eq.) was added. Mixture was heated at reflux for 4 hours and left overnight at ROOM TEMPERATURE Water (150 ml) was added, organic phase was separated. The aqueous phase was extracted with DCM (3×50 ml). Combined organic phase was washed with brine and dried on Na2SO4. The crude material (HPLC purity 85%) was passed through a silica col... Reactants: CN(C=O)C (dimethylformamide), COC1=C(C=CC(=C1)C)O (2-methoxy-4-methylphenol), CN(C=O)C (dimethylformamide), [H-].[Na+] (sodium hydride), CN(C=O)C (dimethylformamide), C(C1=CC=CC=C1)Br (benzyl bromide). Reagents/catalysts: [Br-].C(CCC)[N+](CCCC)(CCCC)CCCC (tetrabutylammonium bromide). The solvent is C(C)(=O)OCC (ethyl acetate), O (water). Conditions: time 30 minute. Yields the product C(C1=CC=CC=C1)OC1=C(C=C(C=C1)C)OC (4-benzyloxy-3-methoxytoluene). The yield is 99.8%. As a reaction SMILES: CN(C)C=O.[CH3:6][O:7][C:8]1[CH:13]=[C:12]([CH3:14])[CH:11]=[CH:10][C:9]=1[OH:15].[H-].[Na+].[CH2:18](Br)[C:19]1[CH:24]=[CH:23][CH:22]=[CH:21][CH:20]=1>[Br-].C([N+](CCCC)(CCCC)CCCC)CCC.C(OCC)(=O)C.O>[CH2:18]([O:15][C:9]1[CH:10]=[CH:11][C:12]([CH3:14])=[CH:13][C:8]=1[O:7][CH3:6])[C:19]1[CH:24]=[CH:23][CH:22]=[CH:21][CH:20]=1 |f:2.3,5.6|. Procedure: A dimethylformamide (15 ml) solution of 2-methoxy-4-methylphenol (6.91 g) was dropwise added to a dimethylformamide (20 ml) suspension of sodium hydride (2.4 g) under cooling with ice, followed by stirring for 30 minutes. A dimethylformamide (15 ml) solution of benzyl bromide (9.41 g) was dropwise added thereto, and tetrabutylammonium bromide in a catalytic amount was added thereto, followed by stirring at the same temperature for 30 minutes. The temperature was raised to room temperature and st...